Dataset: the Open Reaction Database (ORD), a public repository of structured organic reaction records. Task: describe an organic reaction: reactants, conditions, products, and yield Starting materials: C(=O)(C(F)(F)F)O (TFA), C1(CCCC1)N1C2=C(C3=C1N=C(N=C3)N)C=CN=C2 (9-Cyclopentyl-9H-pyrido[4′,3′:4,5]pyrrolo[2,3-d]pyrimidin-2-amine), ClC1=CC=C(C=N1)CN1CCN(CC1)CC(=O)OCC (Ethyl 2-(4-((6-chloropyridin-3-yl)methyl)piperazin-1-yl)acetate). The product is C1(CCCC1)N1C2=C(C3=C1N=C(N=C3)NC3=CC=C(C=N3)CN3CCN(CC3)CC(=O)OCC)C=CN=C2 (Ethyl (4-((6-((9-cyclopentyl-9 H-pyrido[4′,3′:4,5]pyrrolo[2,3-d]pyrimidin-2-yl)amino)-3-pyridinyl)methyl)-1-piperazinyl)acetate). RXN SMILES: C(O)(C(F)(F)F)=O.[CH:8]1([N:13]2[C:17]3[N:18]=[C:19]([NH2:22])[N:20]=[CH:21][C:16]=3[C:15]3[CH:23]=[CH:24][N:25]=[CH:26][C:14]2=3)[CH2:12][CH2:11][CH2:10][CH2:9]1.Cl[C:28]1[N:33]=[CH:32][C:31]([CH2:34][N:35]2[CH2:40][CH2:39][N:38]([CH2:41][C:42]([O:44][CH2:45][CH3:46])=[O:43])[CH2:37][CH2:36]2)=[CH:30][CH:29]=1>>[CH:8]1([N:13]2[C:17]3[N:18]=[C:19]([NH:22][C:28]4[N:33]=[CH:32][C:31]([CH2:34][N:35]5[CH2:36][CH2:37][N:38]([CH2:41][C:42]([O:44][CH2:45][CH3:46])=[O:43])[CH2:39][CH2:40]5)=[CH:30][CH:29]=4)[N:20]=[CH:21][C:16]=3[C:15]3[CH:23]=[CH:24][N:25]=[CH:26][C:14]2=3)[CH2:9][CH2:10][CH2:11][CH2:12]1. Procedure details: Compound 347 was prepared as an off-white solid (TFA salt) from compound 4 and compound 348 using chemistry similar to that described in example 200. 1H NMR (500 MHz, CD3OD) δ ppm 9.57 (1 H, s), 9.27 (1 H, s), 8.60 (2 H, s), 8.47 (1 H, d, J=2.0 Hz), 8.32-8.43 (1 H, m), 8.07 (1 H, dd, J=8.8, 2.2 Hz), 5.46 (1 H, dq, J=9.0, 8.9 Hz), 4.12-4.28 (4 H, m), 3.65 (2 H, br. s.), 2.96-3.21 (8 H, m), 2.48-2.61 (2 H, m), 2.15-2.31 (4 H, m), 1.85-1.99 (2 H, m), 1.28 (3 H, t, J=7.2 Hz). LCMS-ESI (POS), M/Z, M+...